This data is from the Open Reaction Database (ORD), a public repository of structured organic reaction records. The task is: describe an organic reaction: reactants, conditions, products, and yield Reactants: CC(=O)OC(C)=O, c1ccc2c(c1)[nH]c1ccccc12. Yields the product CC(=O)n1c2ccccc2c2ccccc21. As a reaction SMILES: [CH3:14][C:15](=[O:16])[O:17][C:18](=[O:19])[CH3:20].[cH:1]1[cH:2][cH:3][cH:4][c:5]2[c:6]3[cH:7][cH:8][cH:9][cH:10][c:11]3[nH:12][c:13]12>>[cH:1]1[cH:2][cH:3][cH:4][c:5]2[c:6]3[cH:7][cH:8][cH:9][cH:10][c:11]3[n:12]([C:15]([CH3:14])=[O:16])[c:13]12. The reactants are ClC=1C=C(C=CC1)C(C#CC1=CC=C(CNCCC(=O)OC(C)(C)C)C=C1)CC1=CC(=C(C=C1)C)C (tert-butyl 3-((4-[3-(3-chlorophenyl)-4-(3,4-dimethylphenyl)but-1-yn-1-yl)benzyl)amino)propanoate), C(=O)(C(F)(F)F)O (TFA). Solvent: C(Cl)Cl (CH2Cl2). Reaction conditions: time 16 hour. Yields the product ClC=1C=C(C=CC1)C(C#CC1=CC=C(CNCCC(=O)O)C=C1)CC1=CC(=C(C=C1)C)C (3-({4-[3-(3-chlorophenyl)-4-(3,4-dimethylphenyl)but-1-yn-1-yl]benzyl}amino)propanoic acid). RXN SMILES: [Cl:1][C:2]1[CH:3]=[C:4]([CH:8]([CH2:28][C:29]2[CH:34]=[CH:33][C:32]([CH3:35])=[C:31]([CH3:36])[CH:30]=2)[C:9]#[C:10][C:11]2[CH:27]=[CH:26][C:14]([CH2:15][NH:16][CH2:17][CH2:18][C:19]([O:21]C(C)(C)C)=[O:20])=[CH:13][CH:12]=2)[CH:5]=[CH:6][CH:7]=1.C(O)(C(F)(F)F)=O>C(Cl)Cl>[Cl:1][C:2]1[CH:3]=[C:4]([CH:8]([CH2:28][C:29]2[CH:34]=[CH:33][C:32]([CH3:35])=[C:31]([CH3:36])[CH:30]=2)[C:9]#[C:10][C:11]2[CH:27]=[CH:26][C:14]([CH2:15][NH:16][CH2:17][CH2:18][C:19]([OH:21])=[O:20])=[CH:13][CH:12]=2)[CH:5]=[CH:6][CH:7]=1. Procedure details: To a solution of tert-butyl 3-((4-[3-(3-chlorophenyl)-4-(3,4-dimethylphenyl)but-1-yn-1-yl)benzyl)amino)propanoate in CH2Cl2 (10 mL) was added TFA (1 mL) at room temperature and the mixture was stirred at room temperature for 16 h. The mixture was evaporated under reduced pressure. The residue was diluted with CH2Cl2:MeOH and the mixture was neutralized with NH3:MeOH silica gel was added, concentrated to dryness, then purified by MPLC using MeOH:CH2Cl2 and Compound 3 (129 mg). Reactants: Br, CC1CN(C(=O)OC(C)(C)C)CCN1c1cc(-c2ccc(F)cc2)nc(Cl)n1, CC1CCCN1, [K+], [K+], O=C([O-])[O-], O. The product is CC1CN(C(=O)OC(C)(C)C)CCN1c1cc(-c2ccc(F)cc2)nc(N2CCCC2C)n1. RXN SMILES: [BrH:29].[C:1]([CH3:2])([CH3:3])([CH3:4])[O:5][C:6](=[O:7])[N:8]1[CH2:9][CH:10]([CH3:28])[N:11]([c:14]2[n:15][c:16]([Cl:27])[n:17][c:18](-[c:20]3[cH:21][cH:22][c:23]([F:26])[cH:24][cH:25]3)[cH:19]2)[CH2:12][CH2:13]1.[CH3:30][CH:31]1[NH:32][CH2:33][CH2:34][CH2:35]1.[K+:36].[K+:37].[O-:38][C:39]([O-:40])=[O:41].[OH2:42]>>[C:1]([CH3:2])([CH3:3])([CH3:4])[O:5][C:6](=[O:7])[N:8]1[CH2:9][CH:10]([CH3:28])[N:11]([c:14]2[n:15][c:16]([N:32]3[CH:31]([CH3:30])[CH2:35][CH2:34][CH2:33]3)[n:17][c:18](-[c:20]3[cH:21][cH:22][c:23]([F:26])[cH:24][cH:25]3)[cH:19]2)[CH2:12][CH2:13]1.